This data is from the Open Reaction Database (ORD), a public repository of structured organic reaction records. The task is: describe an organic reaction: reactants, conditions, products, and yield As a reaction SMILES: [Cl:1][C:2]1[C:7]([O:8][CH:9]([CH3:11])[CH3:10])=[CH:6][C:5]([C:12]2[C:13](=[O:27])[C:14]([C:22]([O:24][CH2:25][CH3:26])=[O:23])=[C:15]([C:18]([F:21])([F:20])[F:19])[NH:16][CH:17]=2)=[C:4]([F:28])[CH:3]=1.[H-].[Na+].[CH3:31]I.O>CN(C=O)C>[Cl:1][C:2]1[C:7]([O:8][CH:9]([CH3:10])[CH3:11])=[CH:6][C:5]([C:12]2[C:13](=[O:27])[C:14]([C:22]([O:24][CH2:25][CH3:26])=[O:23])=[C:15]([C:18]([F:21])([F:19])[F:20])[N:16]([CH3:31])[CH:17]=2)=[C:4]([F:28])[CH:3]=1 |f:1.2|. Reported procedure: 20 g (47 mol) of 5-(4-chloro-2-fluoro-5-isopropoxyphenyl)-3-ethoxycarbonyl-2-trifluoromethyl-4(1H)-pyridone was dissolved in 150 ml of DMF, and 2.1 g (53 mmol) of 60% sodium hydride was added thereto under cooling with ice, followed by stirring at room temperature for 15 minutes. Then, 14 g (99 mmol) of methyl iodide was added thereto. After stirring at room temperature for 8 hours, the reaction solution was poured into water and extracted with ethyl acetate. After washing with water, the organi... Yield: 13.9%. Yields the product ClC1=CC(=C(C=C1OC(C)C)C=1C(C(=C(N(C1)C)C(F)(F)F)C(=O)OCC)=O)F (5-(4-chloro-2-fluoro-5-isopropoxyphenyl)-3-ethoxycarbonyl-1-methyl-2-trifluoromethyl-4(1H)-pyridone). Reaction conditions: time 15 minute. Run in CN(C)C=O (DMF). The reactants are O (water), ClC1=CC(=C(C=C1OC(C)C)C=1C(C(=C(NC1)C(F)(F)F)C(=O)OCC)=O)F (5-(4-chloro-2-fluoro-5-isopropoxyphenyl)-3-ethoxycarbonyl-2-trifluoromethyl-4(1H)-pyridone), CI (methyl iodide), [H-].[Na+] (sodium hydride). Reactants: CCCCOCCOc1ccc(-c2ccc3c(c2)C=C(C(=O)OC)CCN3Cc2nnnn2C)cc1, C1CCOC1, Cl, [Na+], [OH-]. Product: CCCCOCCOc1ccc(-c2ccc3c(c2)C=C(C(=O)O)CCN3Cc2nnnn2C)cc1. RXN SMILES: [CH2:1]([CH2:2][CH2:3][CH3:4])[O:5][CH2:6][CH2:7][O:8][c:9]1[cH:10][cH:11][c:12](-[c:15]2[cH:16][cH:17][c:18]3[c:19]([cH:36]2)[CH:20]=[C:21]([C:32](=[O:33])[O:34][CH3:35])[CH2:22][CH2:23][N:24]3[CH2:25][c:26]2[n:27][n:28][n:29][n:30]2[CH3:31])[cH:13][cH:14]1.[CH2:40]1[O:41][CH2:42][CH2:43][CH2:44]1.[ClH:39].[Na+:38].[OH-:37]>>[CH2:1]([CH2:2][CH2:3][CH3:4])[O:5][CH2:6][CH2:7][O:8][c:9]1[cH:10][cH:11][c:12](-[c:15]2[cH:16][cH:17][c:18]3[c:19]([cH:36]2)[CH:20]=[C:21]([C:32](=[O:33])[OH:34])[CH2:22][CH2:23][N:24]3[CH2:25][c:26]2[n:27][n:28][n:29][n:30]2[CH3:31])[cH:13][cH:14]1. Reactants: CC=1C=C2C(N(C(C2=CC1C)=O)C=1C=NC=CC1)CC(=O)O (5,6-dimethyl-3-carboxymethyl-2-(3-pyridyl)isoindolin-1-one), C(CC)O (n-propyl alcohol), Cl.C(C)N=C=NCCCN(C)C (1-ethyl-3-(3-dimethylamino-propyl)carbodiimide hydrochloride). The reagents and catalysts are CN(C1=CC=NC=C1)C (4-dimethylaminopyridine). Solvent: ClCCl (dichloromethane). Reaction conditions: temperature 25 celsius. Yields the product CC=1C=C2C(N(C(C2=CC1C)=O)C=1C=NC=CC1)CC(=O)OCCC (5,6-dimethyl-3-propoxycarbonylmethyl-2-(3-pyridyl)-isoindolin-1-one). Isolated yield 40.2%. As a reaction SMILES: [CH3:1][C:2]1[CH:3]=[C:4]2[C:8](=[CH:9][C:10]=1[CH3:11])[C:7](=[O:12])[N:6]([C:13]1[CH:14]=[N:15][CH:16]=[CH:17][CH:18]=1)[CH:5]2[CH2:19][C:20]([OH:22])=[O:21].[CH2:23](O)[CH2:24][CH3:25].Cl.C(N=C=NCCCN(C)C)C>CN(C)C1C=CN=CC=1.ClCCl>[CH3:1][C:2]1[CH:3]=[C:4]2[C:8](=[CH:9][C:10]=1[CH3:11])[C:7](=[O:12])[N:6]([C:13]1[CH:14]=[N:15][CH:16]=[CH:17][CH:18]=1)[CH:5]2[CH2:19][C:20]([O:22][CH2:23][CH2:24][CH3:25])=[O:21] |f:2.3|. Procedure details: To a solution of 5,6-dimethyl-3-carboxymethyl-2-(3-pyridyl)isoindolin-1-one [IUPAC name: 2-[5,6-dimethyl-3-oxo-2-(3-pyridinyl)-2,3-dihydro-1H-isoindol-1-yl]acetic acid] (74 mg, 0.25 mmol), n-propyl alcohol (16 mg, 0.27 mmol) and 4-dimethylaminopyridine (3 mg, 0.025 mmol) in dichloromethane was added 1-ethyl-3-(3-dimethylamino-propyl)carbodiimide hydrochloride (53 mg, 0.27 mmol) at 5° C. and the temperature was raised to 25° C. over a period of 1.5 hrs. The reaction solution was concentrated unde... Starting materials: O=C(Cl)c1ccccc1, CCCCCC, O=C1CCC(OC2CCCC2)N1, [Li]CCCC, C1CCOC1. Yields the product O=C1CCC(OC2CCCC2)N1C(=O)c1ccccc1. RXN SMILES: [C:18]([c:19]1[cH:20][cH:21][cH:22][cH:23][cH:24]1)(=[O:25])[Cl:26].[CH3:27][CH2:28][CH2:29][CH2:30][CH2:31][CH3:32].[CH:6]1([O:11][CH:12]2[CH2:13][CH2:14][C:15](=[O:17])[NH:16]2)[CH2:7][CH2:8][CH2:9][CH2:10]1.[Li:1][CH2:2][CH2:3][CH2:4][CH3:5].[O:33]1[CH2:34][CH2:35][CH2:36][CH2:37]1>>[CH:6]1([O:11][CH:12]2[CH2:13][CH2:14][C:15](=[O:17])[N:16]2[C:18]([c:19]2[cH:20][cH:21][cH:22][cH:23][cH:24]2)=[O:25])[CH2:7][CH2:8][CH2:9][CH2:10]1. Starting materials: FC(F)(F)S(=O)(=O)OC1=NC(=NC(=C1)C1=CC=C(C=C1)C#N)NCCNC(=O)OC(C)(C)C (2-({2-[(tert-butoxy)carbonylamino]ethyl}amino)-6-(4-cyanophenyl)pyrimidin-4-yl (trifluoromethyl)sulfonate), N1CCOCC1 (morpholine), O (water). The solvent is solution, C(C)#N (acetonitrile). Conditions: temperature 90 celsius. The product is C(C)(C)(C)OC(=O)NCCNC1=NC(=CC(=N1)C1=CC=C(C=C1)C#N)N1CCOCC1 ((tert-butoxy)-N-(2-{[4-(4-cyanophenyl)-6-morpholin-4-ylpyrimidin-2-yl]amino}ethyl)-carboxamide). Reaction SMILES: FC(S(O[C:9]1[CH:14]=[C:13]([C:15]2[CH:20]=[CH:19][C:18]([C:21]#[N:22])=[CH:17][CH:16]=2)[N:12]=[C:11]([NH:23][CH2:24][CH2:25][NH:26][C:27]([O:29][C:30]([CH3:33])([CH3:32])[CH3:31])=[O:28])[N:10]=1)(=O)=O)(F)F.O.[NH:35]1[CH2:40][CH2:39][O:38][CH2:37][CH2:36]1>C(#N)C>[C:30]([O:29][C:27]([NH:26][CH2:25][CH2:24][NH:23][C:11]1[N:12]=[C:13]([C:15]2[CH:20]=[CH:19][C:18]([C:21]#[N:22])=[CH:17][CH:16]=2)[CH:14]=[C:9]([N:35]2[CH2:40][CH2:39][O:38][CH2:37][CH2:36]2)[N:10]=1)=[O:28])([CH3:33])([CH3:32])[CH3:31]. Reported procedure: 2-({2-[(tert-butoxy)carbonylamino]ethyl}amino)-6-(4-cyanophenyl)pyrimidin-4-yl (trifluoromethyl)sulfonate (134 mg, 0.275 mmol) was dissolved in a 2 M solution of morpholine in acetonitrile and the resulting solution heated to 90° C. for 18 h. The solution was cooled, water added and the suspension extracted thoroughly with ethyl acetate. Concentration of the combined organic layers gave a crude solid which was chromatographed (silica gel, 2% methanol/methylene chloride) to afford 234 mg of (tert...